Task: describe an organic reaction: reactants, conditions, products, and yield. Dataset: the Open Reaction Database (ORD), a public repository of structured organic reaction records RXN SMILES: [Al+3:15].[Cl-:14].[Cl-:16].[Cl-:17].[Cl:18][c:19]1[cH:20][c:21](-[c:22]2[cH:23][cH:24][c:25]([CH:26]([CH3:27])[C:28]([OH:29])([C:30]([F:31])([F:32])[F:33])[c:41]3[cH:42][cH:43][c:44]4[c:45]([cH:53]3)[N:46]([CH2:51][CH3:52])[C:47](=[O:50])[CH2:48][O:49]4)[c:34]([Cl:35])[cH:36]2)[cH:37][cH:38][c:39]1[C:40]([OH:54])=[O:55].[Cl:1][c:2]1[c:3]([CH2:10][C:11](=[O:12])[Cl:13])[cH:4][cH:5][c:6]([O:8][CH3:9])[cH:7]1>>[Cl:1][c:2]1[c:3]([CH2:10][C:11](=[O:12])[c:41]2[cH:42][cH:43][c:44]3[c:45]([cH:53]2)[N:46]([CH2:51][CH3:52])[C:47](=[O:50])[CH2:48][O:49]3)[cH:4][cH:5][c:6]([O:8][CH3:9])[cH:7]1. Reactants: [Al+3], [Cl-], [Cl-], [Cl-], CCN1C(=O)COc2ccc(C(O)(C(C)c3ccc(-c4ccc(C(=O)O)c(Cl)c4)cc3Cl)C(F)(F)F)cc21, COc1ccc(CC(=O)Cl)c(Cl)c1. Yields the product CCN1C(=O)COc2ccc(C(=O)Cc3ccc(OC)cc3Cl)cc21. Starting materials: C(C)OC(=O)C=1N=CC=2NC=3CCCC(C3C2C1COC)COCC (5,6,7,8-Tetrahydro-5-ethoxymethyl-4-methoxymethyl-betacarboline-3-carboxylic acid ethyl ester), [OH-].[Na+] (sodium hydroxide). Run in Cl (hydrochloric acid), C(C)O (ethanol). The product is C(C)OCC1C=2C=3C(=C(N=CC3NC2CCC1)C(=O)O)COC (5,6,7,8-tetrahydro-5-ethoxymethyl-4-methoxymethyl-beta-carboline-3-carboxylic acid). The yield is 104.5%. As a reaction SMILES: C([O:3][C:4]([C:6]1[N:7]=[CH:8][C:9]2[NH:10][C:11]3[CH2:12][CH2:13][CH2:14][CH:15]([CH2:22][O:23][CH2:24][CH3:25])[C:16]=3[C:17]=2[C:18]=1[CH2:19][O:20][CH3:21])=[O:5])C.[OH-].[Na+]>C(O)C.Cl>[CH2:24]([O:23][CH2:22][CH:15]1[CH2:14][CH2:13][CH2:12][C:11]2[NH:10][C:9]3[CH:8]=[N:7][C:6]([C:4]([OH:5])=[O:3])=[C:18]([CH2:19][O:20][CH3:21])[C:17]=3[C:16]1=2)[CH3:25] |f:1.2|. Reported procedure: 5,6,7,8-Tetrahydro-5-ethoxymethyl-4-methoxymethyl-betacarboline-3-carboxylic acid ethyl ester (0.51 g) is refluxed in ethanol (25 ml) with 1 normal sodium hydroxide solution (4.3 ml) for 3 hours. Then the solution is mixed with 5.3 ml of IN hydrochloric acid and evaporated. The residue is boiled out with ethanol, 0.49 g of 5,6,7,8-tetrahydro-5-ethoxymethyl-4-methoxymethyl-beta-carboline-3-carboxylic acid is obtained from the ethanol extract after treatment with carbon by evaporation. Melting poi...